From a dataset of the Open Reaction Database (ORD), a public repository of structured organic reaction records. describe an organic reaction: reactants, conditions, products, and yield Starting materials: N1N=NN=C1CC1=CC=C(C=C1)CO ([4-(1H-tetrazol-5-ylmethyl)-phenyl]-methanol), O (Water). The solvent is CS(=O)C (DMSO). Reaction conditions: time 4 hour. Product: N1N=NN=C1CC1=CC=C(C=O)C=C1 (4-(1H-tetrazol-5-ylmethyl)-benzaldehyde). RXN SMILES: [NH:1]1[C:5]([CH2:6][C:7]2[CH:12]=[CH:11][C:10]([CH2:13][OH:14])=[CH:9][CH:8]=2)=[N:4][N:3]=[N:2]1.O>CS(C)=O>[NH:4]1[C:5]([CH2:6][C:7]2[CH:12]=[CH:11][C:10]([CH:13]=[O:14])=[CH:9][CH:8]=2)=[N:1][N:2]=[N:3]1. Procedure: IBX (0.437 g, 1.562 mmol) was dissolved in anhydrous DMSO (5 mL) and [4-(1H-tetrazol-5-ylmethyl)-phenyl]-methanol (0.270 g, 1.562 mmol) was added. The reaction mixture was stirred at room temperature under nitrogen for 4 hours. Water (20 mL) was added. The white precipitate was filtered off, washed with water, and dried under vacuum. The crude compound was mixed with methanol (20 mL) and stirred for 30 minutes, before being filtered. The filtrate was concentrated to give 4-(1H-tetrazol-5-ylmethy...